The task is: describe an organic reaction: reactants, conditions, products, and yield. This data is from the Open Reaction Database (ORD), a public repository of structured organic reaction records. Starting materials: CCN=C=NCCCN(C)C, CN(C)c1ccncc1, Cl, Cl, O=C(O)c1ccc(F)c(F)c1Nc1ccc(I)cc1F, CN(C)C=O, C=CCNC(=O)C1(O)CNC1. Product: C=CCNC(=O)C1(O)CN(C(=O)c2ccc(F)c(F)c2Nc2ccc(I)cc2F)C1. Reaction SMILES: [CH3:22][N:23]([CH3:24])[CH2:25][CH2:26][CH2:27][N:28]=[C:29]=[N:30][CH2:31][CH3:32].[CH3:45][N:46]([CH3:47])[c:48]1[cH:49][cH:50][n:51][cH:52][cH:53]1.[ClH:21].[ClH:33].[F:1][c:2]1[c:3]([NH:12][c:13]2[c:14]([F:20])[cH:15][c:16]([I:19])[cH:17][cH:18]2)[c:4]([C:5](=[O:6])[OH:7])[cH:8][cH:9][c:10]1[F:11].[O:54]=[CH:55][N:56]([CH3:57])[CH3:58].[OH:34][C:35]1([C:39](=[O:40])[NH:41][CH2:42][CH:43]=[CH2:44])[CH2:36][NH:37][CH2:38]1>>[F:1][c:2]1[c:3]([NH:12][c:13]2[c:14]([F:20])[cH:15][c:16]([I:19])[cH:17][cH:18]2)[c:4]([C:5](=[O:7])[N:37]2[CH2:36][C:35]([OH:34])([C:39](=[O:40])[NH:41][CH2:42][CH:43]=[CH2:44])[CH2:38]2)[cH:8][cH:9][c:10]1[F:11]. The reactants are OC(CC#C)(C(CCC)=C)C (4-hydroxy-4-methyl-5-methylene-1-octyne), Cl[Si](C)(C)C (chlorotrimethylsilane), N1C=NC=C1 (imidazole), CN(C=O)C (dimethylformamide). The solvent is O (water). Conditions: time 40 minute. Product: CC(CC#C)(C(CCC)=C)O[Si](C)(C)C (4-Methyl-5-methylene-4-trimethylsilyloxy-1-octyne). Reaction SMILES: [OH:1][C:2]([CH3:11])([C:6](=[CH2:10])[CH2:7][CH2:8][CH3:9])[CH2:3][C:4]#[CH:5].N1C=CN=C1.CN(C)C=O.Cl[Si:23]([CH3:26])([CH3:25])[CH3:24]>O>[CH3:11][C:2]([O:1][Si:23]([CH3:26])([CH3:25])[CH3:24])([C:6](=[CH2:10])[CH2:7][CH2:8][CH3:9])[CH2:3][C:4]#[CH:5]. Procedure: To a solution of 25.77 g. of 4-hydroxy-4-methyl-5-methylene-1-octyne and 28.6 g. of imidazole in 50 ml. of dimethylformamide is added 22.9 g. of chlorotrimethylsilane. The mixture is stirred at room temperature for 40 minutes, poured into cold water and extracted with petroleum ether. The extract is washed with water and saturated sodium bicarbonate solution, dried over magnesium sulfate and the solvent is removed. The residue is distilled and the desired product recovered at 85°-87° C. (0.45 mm... The reactants are O=C1CCN(CC1)C(=O)OC(C)(C)C (tert-butyl 4-oxopiperidine-1-carboxylate), NC1=CC(=C2CN(C(N(C2=C1)C1=C(C=CC=C1Cl)Cl)=O)CC1=CC=C(C=C1)OC)C1=C(C=CC=C1)Cl (7-amino-5-(2-chlorophenyl)-1-(2,6-dichlorophenyl)-3-(4-methoxybenzyl)-3,4-dihydroquinazolin-2(1H)-one), [BH-](OC(=O)C)(OC(=O)C)OC(=O)C.[Na+] (NaBH(OAc)3). Run in ClCCCl (1,2-dichloroethane). Reaction conditions: time 8 hour. Yields the product ClC1=C(C=CC=C1)C1=C2CN(C(N(C2=CC(=C1)NC1CCN(CC1)C(=O)OC(C)(C)C)C1=C(C=CC=C1Cl)Cl)=O)CC1=CC=C(C=C1)OC (tert-butyl 4-{[5-(2-chlorophenyl)-1-(2,6-dichlorophenyl)-3-(4-methoxybenzyl)-2-oxo-1,2,3,4-tetrahydroquinazolin-7-yl]amino}piperidine-1-carboxylate). RXN SMILES: O=[C:2]1[CH2:7][CH2:6][N:5]([C:8]([O:10][C:11]([CH3:14])([CH3:13])[CH3:12])=[O:9])[CH2:4][CH2:3]1.[NH2:15][C:16]1[CH:25]=[C:24]2[C:19]([CH2:20][N:21]([CH2:35][C:36]3[CH:41]=[CH:40][C:39]([O:42][CH3:43])=[CH:38][CH:37]=3)[C:22](=[O:34])[N:23]2[C:26]2[C:31]([Cl:32])=[CH:30][CH:29]=[CH:28][C:27]=2[Cl:33])=[C:18]([C:44]2[CH:49]=[CH:48][CH:47]=[CH:46][C:45]=2[Cl:50])[CH:17]=1.[BH-](OC(C)=O)(OC(C)=O)OC(C)=O.[Na+]>ClCCCl>[Cl:50][C:45]1[CH:46]=[CH:47][CH:48]=[CH:49][C:44]=1[C:18]1[CH:17]=[C:16]([NH:15][CH:2]2[CH2:7][CH2:6][N:5]([C:8]([O:10][C:11]([CH3:14])([CH3:13])[CH3:12])=[O:9])[CH2:4][CH2:3]2)[CH:25]=[C:24]2[C:19]=1[CH2:20][N:21]([CH2:35][C:36]1[CH:37]=[CH:38][C:39]([O:42][CH3:43])=[CH:40][CH:41]=1)[C:22](=[O:34])[N:23]2[C:26]1[C:31]([Cl:32])=[CH:30][CH:29]=[CH:28][C:27]=1[Cl:33] |f:2.3|. Procedure: tert-butyl 4-oxopiperidine-1-carboxylate (37.9 mg, 0.19 mmol) was added to a mixture of 7-amino-5-(2-chlorophenyl)-1-(2,6-dichlorophenyl)-3-(4-methoxybenzyl)-3,4-dihydroquinazolin-2(1H)-one (78 mg, 0.15 mmol) in 1 mL of 1,2-dichloroethane. NaBH(OAc)3 (58 mg, 0.27 mmol) was added after 45 min. The reaction mixture was stirred at rt overnight. The reaction mixture was quenched with ca 5 mL of 2.5M aqueous NaOH, extracted with (3×20 mL) of ethyl acetate, washed with brine, dried over Na2SO4 and con... The reactants are C(#N)C1=CC=C(C(CBr)=O)C=C1 (p-Cyanophenacyl bromide), BrC1=CC=C(N)C=C1 (p-bromoaniline), C(C)O (ethanol). The solvent is CCOCC (ether). Reaction conditions: time 16 hour. Yields the product BrC1=CC=C(C=C1)NCC(=O)C1=CC=C(C=C1)C#N (N-(p-Bromophenyl)-p-cyanophenacylamine). Reaction SMILES: [C:1]([C:3]1[CH:12]=[CH:11][C:6]([C:7](=[O:10])[CH2:8]Br)=[CH:5][CH:4]=1)#[N:2].[Br:13][C:14]1[CH:20]=[CH:19][C:17]([NH2:18])=[CH:16][CH:15]=1.C(O)C>CCOCC>[Br:13][C:14]1[CH:20]=[CH:19][C:17]([NH:18][CH2:8][C:7]([C:6]2[CH:11]=[CH:12][C:3]([C:1]#[N:2])=[CH:4][CH:5]=2)=[O:10])=[CH:16][CH:15]=1. Reported procedure: p-Cyanophenacyl bromide (29.8 g, 0.138 mole) and p-bromoaniline (47.13 g, 0.266 mole) were combined with 53.2 g of absolute ethanol and stirred 16 hours. The solution was then diluted with ether and the resulting slurry filtered. The filter cake was repulped in 500 ml ether, filtered, repulped in 400 ml acetone and again filtered to yield title product: 17.14 g (40.9%); m.p. 154°-157°. Starting materials: ClCCl (dichloromethane), N1=CC=CC=C1 (pyridine), OCC1=NN(C(C=2N(C=3C=CC(=CC3C21)C)C)=O)C2=CC=CC=C2 (1-(hydroxymethyl)-5,8-dimethyl-3-phenyl-3,5-dihydro-4H-pyridazino[4,5-b]indol-4-one), CS(=O)(=O)Cl (methanesulphonyl chloride). Run in O1CCCC1 (tetrahydrofuran). Run at temperature 60 celsius, time 15 hour. Product: ClCC1=NN(C(C=2N(C=3C=CC(=CC3C21)C)C)=O)C2=CC=CC=C2 (1-(Chloromethyl)-5,8-dimethyl-3-phenyl-3,5-dihydro-4H-pyridazino[4,5-b]indol-4-one). The yield is 49.8%. As a reaction SMILES: N1C=CC=CC=1.O[CH2:8][C:9]1[C:21]2[C:20]3[CH:19]=[C:18]([CH3:22])[CH:17]=[CH:16][C:15]=3[N:14]([CH3:23])[C:13]=2[C:12](=[O:24])[N:11]([C:25]2[CH:30]=[CH:29][CH:28]=[CH:27][CH:26]=2)[N:10]=1.CS([Cl:35])(=O)=O.ClCCl>O1CCCC1>[Cl:35][CH2:8][C:9]1[C:21]2[C:20]3[CH:19]=[C:18]([CH3:22])[CH:17]=[CH:16][C:15]=3[N:14]([CH3:23])[C:13]=2[C:12](=[O:24])[N:11]([C:25]2[CH:30]=[CH:29][CH:28]=[CH:27][CH:26]=2)[N:10]=1. Procedure details: 50 ml of pyridine are added to a suspension of 9.5 g (29.7 mmol) of 1-(hydroxymethyl)-5,8-dimethyl-3-phenyl-3,5-dihydro-4H-pyridazino[4,5-b]indol-4-one in 600 ml of tetrahydrofuran heated to 60° C. 4.5 ml (59.4 mmol) of methanesulphonyl chloride are added and the mixture is left standing for 15 h at room temperature. 500 ml of dichloromethane are added, the precipitate is removed by filtration, separation is carried out by settling and the organic phase is washed with water. It is dried over sod...